This data is from the Open Reaction Database (ORD), a public repository of structured organic reaction records. The task is: describe an organic reaction: reactants, conditions, products, and yield Reactants: CC(=O)O (AcOH), [BH4-].[Na+] (NaBH4), S1C(=CC=C1)CC(=O)NC1[C@@H]2N(C(=C(C(S2)=C)COC(C)=O)C(=O)OC(C2=CC=CC=C2)C2=CC=CC=C2)C1=O (diphenylmethyl 7-(2-thienylacetamido)-2-methylene-3-acetoxymethylceph-3-em-4-carboxylate). The solvent is CCO (EtOH), O1CCCC1 (tetrahydrofuran). Reaction conditions: time 7 minute. Yields the product S1C(=CC=C1)CC(=O)NC1[C@@H]2N(C(C(=C(S2)C)COC(C)=O)C(=O)OC(C2=CC=CC=C2)C2=CC=CC=C2)C1=O (diphenylmethyl 7-(2-thienylacetamido)-2-methyl-3-acetoxymethylceph-2-em-4-carboxylate). Isolated yield 41.4%. As a reaction SMILES: [BH4-].[Na+].[S:3]1[CH:7]=[CH:6][CH:5]=[C:4]1[CH2:8][C:9]([NH:11][CH:12]1[C:41](=[O:42])[N:14]2[C:15]([C:25]([O:27][CH:28]([C:35]3[CH:40]=[CH:39][CH:38]=[CH:37][CH:36]=3)[C:29]3[CH:34]=[CH:33][CH:32]=[CH:31][CH:30]=3)=[O:26])=[C:16]([CH2:20][O:21][C:22](=[O:24])[CH3:23])[C:17](=[CH2:19])[S:18][C@H:13]12)=[O:10].CC(O)=O>CCO.O1CCCC1>[S:3]1[CH:7]=[CH:6][CH:5]=[C:4]1[CH2:8][C:9]([NH:11][CH:12]1[C:41](=[O:42])[N:14]2[CH:15]([C:25]([O:27][CH:28]([C:29]3[CH:34]=[CH:33][CH:32]=[CH:31][CH:30]=3)[C:35]3[CH:36]=[CH:37][CH:38]=[CH:39][CH:40]=3)=[O:26])[C:16]([CH2:20][O:21][C:22](=[O:24])[CH3:23])=[C:17]([CH3:19])[S:18][C@H:13]12)=[O:10] |f:0.1|. Procedure: A solution of 4.4 g of NaBH4 in 250 ml of EtOH was added to a solution of 45 g of diphenylmethyl 7-(2-thienylacetamido)-2-methylene-3-acetoxymethylceph-3-em-4-carboxylate in 150 ml of tetrahydrofuran at 0° C., and the mixture was stirred for 7 minutes, followed by adding 15 ml of AcOH. After distilling off the solvent under reduced pressure, AcOEt and H2O were added to the residue to separate out the AcOEt layer. The AcOEt layer was washed with 5% aqueous NaHCO3 and saturated aqueous sodium chlo...